Dataset: the Open Reaction Database (ORD), a public repository of structured organic reaction records. Task: describe an organic reaction: reactants, conditions, products, and yield Reactants: ( III ), C1(=NC=CC2=CN=CC=C12)O (2,6-Naphthyridin-1-ol), CI (methyl iodide). The product is CN1C(C2=CC=NC=C2C=C1)=O (2-methyl-2,6-naphthyridin-1(2H)-one). Reaction SMILES: [C:1]1([OH:11])[C:10]2[C:5](=[CH:6][N:7]=[CH:8][CH:9]=2)[CH:4]=[CH:3][N:2]=1.[CH3:12]I>>[CH3:12][N:2]1[CH:3]=[CH:4][C:5]2[C:10](=[CH:9][CH:8]=[N:7][CH:6]=2)[C:1]1=[O:11]. Procedure details: A method for preparing compounds of Formula (III) is provided in Scheme 6. 2,6-Naphthyridin-1-ol (6-1) is subjected to alkylation with methyl iodide under basic conditions to provide 2-methyl-2,6-naphthyridin-1(2H)-one (6-2). Chlorination of 6-2 with N-chlorosuccinimide provides chloro compound 6-3. Treatment of 6-3 under palladium-catalyzed cross coupling conditions with a suitable halide provides compound 6-4. Selective reduction of the 2,6-naphthyridinone derivative provides the 5,6,7,8-tetra... Reaction SMILES: [CH2:24]([C:25]([CH3:26])=[O:27])[CH3:28].[CH3:1][CH2:2][NH2:3].[CH3:21][CH2:22][OH:23].[CH:29]([O:30][CH:31]([CH3:32])[CH3:33])([CH3:34])[CH3:35].[n:4]1[cH:5][c:6]([C:10]2([C:17](=[S:18])[S:19][CH3:20])[S:11](=[O:16])[CH2:12][CH2:13][CH2:14][CH2:15]2)[cH:7][cH:8][cH:9]1>>[CH3:1][CH2:2][NH:3][C:17]([C:10]1([c:6]2[cH:5][n:4][cH:9][cH:8][cH:7]2)[S:11](=[O:16])[CH2:12][CH2:13][CH2:14][CH2:15]1)=[S:18]. Product: CCNC(=S)C1(c2cccnc2)CCCCS1=O. Reactants: CCC(C)=O, CCN, CCO, CC(C)OC(C)C, CSC(=S)C1(c2cccnc2)CCCCS1=O. Starting materials: O=C(Cl)Cl, ClCCl, Cc1cc(C#N)cc2nc(-c3ccc(N)cc3)oc12. Yields the product Cc1cc(C#N)cc2nc(-c3ccc(N=C=O)cc3)oc12. Reaction SMILES: [Cl:20][C:21]([Cl:22])=[O:23].[Cl:24][CH2:25][Cl:26].[NH2:1][c:2]1[cH:3][cH:4][c:5](-[c:8]2[o:9][c:10]3[c:11]([n:12]2)[cH:13][c:14]([C:18]#[N:19])[cH:15][c:16]3[CH3:17])[cH:6][cH:7]1>>[N:1]([c:2]1[cH:3][cH:4][c:5](-[c:8]2[o:9][c:10]3[c:11]([n:12]2)[cH:13][c:14]([C:18]#[N:19])[cH:15][c:16]3[CH3:17])[cH:6][cH:7]1)=[C:21]=[O:23]. RXN SMILES: [C:1]([CH3:2])([CH3:3])([CH3:4])[O:5][C:6]([c:7]1[cH:8][cH:9][c:10]([S:13][CH2:14][CH2:15][CH2:16][CH2:17][CH2:18][CH2:19][CH2:20][CH2:21][CH2:22][C:23](=[O:24])[O:25][CH3:26])[cH:11][cH:12]1)=[O:27].[CH2:37]1[O:38][CH2:39][CH2:40][CH2:41]1.[CH3:31][CH2:32][O:33][C:34]([CH3:35])=[O:36].[ClH:30].[Na+:29].[OH-:28].[OH2:42]>>[C:1]([CH3:2])([CH3:3])([CH3:4])[O:5][C:6]([c:7]1[cH:8][cH:9][c:10]([S:13][CH2:14][CH2:15][CH2:16][CH2:17][CH2:18][CH2:19][CH2:20][CH2:21][CH2:22][C:23](=[O:24])[OH:25])[cH:11][cH:12]1)=[O:27]. The reactants are COC(=O)CCCCCCCCCSc1ccc(C(=O)OC(C)(C)C)cc1, C1CCOC1, CCOC(C)=O, Cl, [Na+], [OH-], O. Product: CC(C)(C)OC(=O)c1ccc(SCCCCCCCCCC(=O)O)cc1.